The task is: describe an organic reaction: reactants, conditions, products, and yield. This data is from the Open Reaction Database (ORD), a public repository of structured organic reaction records. The reactants are BrC1=CC2=C(C=3N=C(SC3CCO2)C(=O)N)C=C1 (8-Bromo-4,5-dihydro-6-oxa-3-thia-1-aza-benzo[e]azulene-2-carboxylic acid amide), COC(C)(N(C)C)OC (dimethylacetamide-dimethylacetal), Cl.C(C)(C)NN (Isopropylhydrazine hydrochloride). Solvent: C1(=CC=CC=C1)C (Toluene). Reaction conditions: temperature 95 celsius, time 4 hour. Yields the product BrC1=CC2=C(C=3N=C(SC3CCO2)C=2N(N=C(N2)C)C(C)C)C=C1 (8-Bromo-2-(2-isopropyl-5-methyl-2H-[1,2,4]triazol-3-yl)-4,5-dihydro-6-oxa-3-thia-1-aza-benzo[e]azulene). Yield: 92.5%. RXN SMILES: [Br:1][C:2]1[CH:18]=[CH:17][C:5]2[C:6]3[N:7]=[C:8]([C:14]([NH2:16])=O)[S:9][C:10]=3[CH2:11][CH2:12][O:13][C:4]=2[CH:3]=1.CO[C:21](OC)(N(C)C)[CH3:22].Cl.[CH:29]([NH:32][NH2:33])([CH3:31])[CH3:30]>C1(C)C=CC=CC=1>[Br:1][C:2]1[CH:18]=[CH:17][C:5]2[C:6]3[N:7]=[C:8]([C:14]4[N:32]([CH:29]([CH3:31])[CH3:30])[N:33]=[C:21]([CH3:22])[N:16]=4)[S:9][C:10]=3[CH2:11][CH2:12][O:13][C:4]=2[CH:3]=1 |f:2.3|. Procedure details: To a solution of 8-Bromo-4,5-dihydro-6-oxa-3-thia-1-aza-benzo[e]azulene-2-carboxylic acid amide (9.040 g, 0.02780 mol) in Toluene (150 mL) was added dimethylacetamide-dimethylacetal (12.38 mL, 0.08340 mol). The reaction was stirred at 95° C. for 4 hours. The toluene was then removed in vacuo and the crude was carried forward without further purification. The crude material was redissolved in acetic acid (90 mL). Isopropylhydrazine hydrochloride (3.689 g, 0.03336 mol) was added and the reaction w... Reactants: CC(C)(C)OC(=O)NC(CC#Cc1ccc(Br)cc1)C(=O)OC1CCCC1, c1ccc2ncccc2c1. Yields the product CC(C)(C)OC(=O)NC(CC=Cc1ccc(Br)cc1)C(=O)OC1CCCC1. Reaction SMILES: [CH:1]1([O:6][C:7]([CH:8]([CH2:9][C:10]#[C:11][c:12]2[cH:13][cH:14][c:15]([Br:18])[cH:16][cH:17]2)[NH:19][C:20](=[O:21])[O:22][C:23]([CH3:24])([CH3:25])[CH3:26])=[O:27])[CH2:2][CH2:3][CH2:4][CH2:5]1.[cH:28]1[cH:29][c:30]2[c:31]([n:32][cH:33][cH:34][cH:35]2)[cH:36][cH:37]1>>[CH:1]1([O:6][C:7]([CH:8]([CH2:9][CH:10]=[CH:11][c:12]2[cH:13][cH:14][c:15]([Br:18])[cH:16][cH:17]2)[NH:19][C:20](=[O:21])[O:22][C:23]([CH3:24])([CH3:25])[CH3:26])=[O:27])[CH2:2][CH2:3][CH2:4][CH2:5]1. Reactants: O[C@@H](CC(=O)OC)C (methyl (R)-β-hydroxybutyrate), [Si](C)(C)(C(C)(C)C)Cl (t-butyldimethylsilyl chloride), N1C=NC=C1 (imidazole), O (Water). Solvent: CN(C)C=O (DMF). Reaction conditions: time 8 hour. The product is [Si](C)(C)(C(C)(C)C)O[C@@H](CC(=O)OC)C (methyl (R)-β-t-butyldimethylsilyloxybutyrate). The yield is 84.7%. Reaction SMILES: [OH:1][C@H:2]([CH3:8])[CH2:3][C:4]([O:6][CH3:7])=[O:5].[Si:9](Cl)([C:12]([CH3:15])([CH3:14])[CH3:13])([CH3:11])[CH3:10].N1C=CN=C1.O>CN(C=O)C>[Si:9]([O:1][C@H:2]([CH3:8])[CH2:3][C:4]([O:6][CH3:7])=[O:5])([C:12]([CH3:15])([CH3:14])[CH3:13])([CH3:11])[CH3:10]. Reported procedure: In 10 ml of DMF was dissolved 1.2 g of methyl (R)-β-hydroxybutyrate, and 1.8 g of t-butyldimethylsilyl chloride and 1.0 g of imidazole were added to the solution and reaction was carried out at room temperature overnight. Water was added to the solution and the mixture was extracted with ether. The extract was subjected to distillation to obtain 2 g of methyl (R)-β-t-butyldimethylsilyloxybutyrate. The obtained compound was dissolved in anhydrous ether and the solution was added dropwise into a s... Reactants: COC(=O)C=1SC=CC1OS(=O)(=O)C1=CC=C(C=C1)C (3-(toluene-4-sulfonyloxy)-thiophene-2-carboxylic acid methyl ester), C(CCC#C)C1=CC=CC=C1 (pent-4-ynyl-benzene). Run in CCCCCCC.C(Cl)Cl (heptane DCM). Product: COC(=O)C=1SC=CC1C#CCCCC1=CC=CC=C1 (3-(5-Phenyl-pent-1-ynyl)-thiophene-2-carboxylic acid methyl ester). RXN SMILES: [CH3:1][O:2][C:3]([C:5]1[S:6][CH:7]=[CH:8][C:9]=1OS(C1C=CC(C)=CC=1)(=O)=O)=[O:4].[CH2:21]([C:26]1[CH:31]=[CH:30][CH:29]=[CH:28][CH:27]=1)[CH2:22][CH2:23][C:24]#[CH:25]>CCCCCCC.C(Cl)Cl>[CH3:1][O:2][C:3]([C:5]1[S:6][CH:7]=[CH:8][C:9]=1[C:25]#[C:24][CH2:23][CH2:22][CH2:21][C:26]1[CH:31]=[CH:30][CH:29]=[CH:28][CH:27]=1)=[O:4] |f:2.3|. Reported procedure: This product was prepared from 3-(toluene-4-sulfonyloxy)-thiophene-2-carboxylic acid methyl ester and pent-4-ynyl-benzene following the general procedure for the Sonogashira cross-coupling reaction described above. Chromatography eluent: heptane/DCM 4:6; yield (114 mg, 80%); 1H NMR δ (CDCl3): 7.33 (d, J=4.93 Hz, 1H), 7.16-7.09 (m, 5H), 7.01 (d, J=4.95 Hz, 1H), 3.81 (s, 3H), 2.77 (t, J=7.11 Hz, 2H), 2.42 (t, J=7.16 Hz, 2H), 1.94 (p, J=7.22 Hz, 2H); LCMS m/z: 284. RXN SMILES: [C:19](#[N:20])[C:21]#[C:22][CH3:23].[CH3:24][C:25]#[N:26].[CH:10]([N:11]([CH:12]([CH3:13])[CH3:14])[CH2:15][CH3:16])([CH3:17])[CH3:18].[S:1]=[C:2]1[S:3][CH:4]2[N:5]([CH2:6]1)[C:7](=[O:9])[CH2:8]2>>[CH:2]1=[CH:6][N:5]2[CH:4]([S:3]1)[CH2:8][C:7]2=[O:9]. The reactants are CC#CC#N, CC#N, CCN(C(C)C)C(C)C, O=C1CC2SC(=S)CN12. The product is O=C1CC2SC=CN12. Starting materials: CCn1c(-c2ccc(OCCBr)cc2)c(C#N)c2ccc(OC)cc21, CO, [N-]=[N+]=[N-], [Na+]. The product is CCn1c(-c2ccc(OCCN=[N+]=[N-])cc2)c(C#N)c2ccc(OC)cc21. RXN SMILES: [Br:1][CH2:2][CH2:3][O:4][c:5]1[cH:6][cH:7][c:8](-[c:11]2[n:12]([CH2:24][CH3:25])[c:13]3[cH:14][c:15]([O:22][CH3:23])[cH:16][cH:17][c:18]3[c:19]2[C:20]#[N:21])[cH:9][cH:10]1.[CH3:30][OH:31].[N-:26]=[N+:27]=[N-:28].[Na+:29]>>[CH2:2]([CH2:3][O:4][c:5]1[cH:6][cH:7][c:8](-[c:11]2[n:12]([CH2:24][CH3:25])[c:13]3[cH:14][c:15]([O:22][CH3:23])[cH:16][cH:17][c:18]3[c:19]2[C:20]#[N:21])[cH:9][cH:10]1)[N:26]=[N+:27]=[N-:28].